Task: describe an organic reaction: reactants, conditions, products, and yield. Dataset: the Open Reaction Database (ORD), a public repository of structured organic reaction records The reactants are CC1OC1(Cn1cncn1)c1ccc(F)cc1F, O=c1[nH]ccn1-c1ccc(Cn2nccn2)cc1. Product: CC(n1ccn(-c2ccc(Cn3nccn3)cc2)c1=O)C(O)(Cn1cncn1)c1ccc(F)cc1F. Reaction SMILES: [F:1][c:2]1[c:3]([C:9]2([CH2:13][n:14]3[n:15][cH:16][n:17][cH:18]3)[O:10][CH:11]2[CH3:12])[cH:4][cH:5][c:6]([F:8])[cH:7]1.[n:19]1[n:20]([CH2:24][c:25]2[cH:26][cH:27][c:28](-[n:31]3[c:32](=[O:36])[nH:33][cH:34][cH:35]3)[cH:29][cH:30]2)[n:21][cH:22][cH:23]1>>[F:1][c:2]1[c:3]([C:9]([OH:10])([CH:11]([CH3:12])[n:33]2[c:32](=[O:36])[n:31](-[c:28]3[cH:27][cH:26][c:25]([CH2:24][n:20]4[n:19][cH:23][cH:22][n:21]4)[cH:30][cH:29]3)[cH:35][cH:34]2)[CH2:13][n:14]2[n:15][cH:16][n:17][cH:18]2)[cH:4][cH:5][c:6]([F:8])[cH:7]1.